From a dataset of the Open Reaction Database (ORD), a public repository of structured organic reaction records. describe an organic reaction: reactants, conditions, products, and yield Starting materials: C1(=CC=C(C=C1)S(=O)(=O)O)C (p-toluenesulfonic acid), ClC1=C(C(=NC2=C(C=CC=C12)I)C)CCCl (4-Chloro-3-(2-chloroethyl)-8-iodo-2-methylquinoline), NC(CC)CC (3-aminopentane), O (Water). Product: C(C)C(CC)N1CCC=2C(=NC=3C(=CC=CC3C21)I)C (1-(1-Ethylpropyl)-6-iodo-4-methyl-2,3-dihydro-1H-pyrrolo[3,2-c]quinoline). RXN SMILES: Cl[C:2]1[C:11]2[C:6](=[C:7]([I:12])[CH:8]=[CH:9][CH:10]=2)[N:5]=[C:4]([CH3:13])[C:3]=1[CH2:14][CH2:15]Cl.C1(C)C=CC(S(O)(=O)=O)=CC=1.O.[NH2:29][CH:30]([CH2:33][CH3:34])[CH2:31][CH3:32]>>[CH2:31]([CH:30]([N:29]1[C:2]2[C:11]3[CH:10]=[CH:9][CH:8]=[C:7]([I:12])[C:6]=3[N:5]=[C:4]([CH3:13])[C:3]=2[CH2:14][CH2:15]1)[CH2:33][CH3:34])[CH3:32]. Procedure: 4-Chloro-3-(2-chloroethyl)-8-iodo-2-methylquinoline (900 mg, 2.46 mmol) was dissolved in 3-aminopentane (10 mL), followed by adding p-toluenesulfonic acid (900 mg). The mixture was sealed at 200° C. for six hours. Water was added to the reaction mixture, extracted with ethyl acetate, and the organic layer was washed with water and brine, dried over magnesium sulfate, and then evaporated. The residue was purified by silica gel column chromatography (10% ethyl acetate/hexane), to give the title co... Solvent: CO (methanol). The reactants are BrC1=CC=2C(C3=CC=4SC5=CC=C(C=C5C(C4C=C3SC2C=C1)C1=CC=C(C=C1)C(CCCCCC)CCCCCC)Br)C1=CC=C(C=C1)C(CCCCCC)CCCCCC (2,9-Dibromo-7,14-bis-[4-(1-hexyl-heptyl)-phenyl]-7,14-dihydro-5,12-dithia-pentacene), C1(=C(C(=O)C(=C(C1=O)Cl)Cl)Cl)Cl (chloranil). Run at temperature 150 celsius, time 1 hour. Reported procedure: A mixture of 7.1 grams of 2,9-Dibromo-7,14-bis-[4-(1-hexyl-heptyl)-phenyl]-7,14-dihydro-5,12-dithia-pentacene and 2.6 grams of chloranil is heated in 100 ml ortho-dichloronezene at 150° C. for 4 hours. After cooling to 22° C., the reaction mixture is poured into 600 ml methanol, filtered off and washed three times with 50 ml methanol. The crude product is suspended in 80 ml acetone, stirred for one hour and filtered off. After drying in vacuum 3.0 grams 2,9-dibromo-7,14-bis-[4-(1-hexyl-heptyl)-p... As a reaction SMILES: [Br:1][C:2]1[CH:23]=[CH:22][C:21]2[S:20][C:19]3[C:6](=[CH:7][C:8]4[S:9][C:10]5[C:15]([CH:16]([C:24]6[CH:29]=[CH:28][C:27]([CH:30]([CH2:37][CH2:38][CH2:39][CH2:40][CH2:41][CH3:42])[CH2:31][CH2:32][CH2:33][CH2:34][CH2:35][CH3:36])=[CH:26][CH:25]=6)[C:17]=4[CH:18]=3)=[CH:14][C:13]([Br:43])=[CH:12][CH:11]=5)[CH:5]([C:44]3[CH:49]=[CH:48][C:47]([CH:50]([CH2:57][CH2:58][CH2:59][CH2:60][CH2:61][CH3:62])[CH2:51][CH2:52][CH2:53][CH2:54][CH2:55][CH3:56])=[CH:46][CH:45]=3)[C:4]=2[CH:3]=1.C1(Cl)C(=O)C(Cl)=C(Cl)C(=O)C=1Cl>CO>[Br:43][C:13]1[CH:12]=[CH:11][C:10]2[S:9][C:8]3[C:17]([CH:18]=[C:19]4[C:6]([CH:7]=3)=[C:5]([C:44]3[CH:49]=[CH:48][C:47]([CH:50]([CH2:51][CH2:52][CH2:53][CH2:54][CH2:55][CH3:56])[CH2:57][CH2:58][CH2:59][CH2:60][CH2:61][CH3:62])=[CH:46][CH:45]=3)[C:4]3[C:21](=[CH:22][CH:23]=[C:2]([Br:1])[CH:3]=3)[S:20]4)=[C:16]([C:24]3[CH:25]=[CH:26][C:27]([CH:30]([CH2:37][CH2:38][CH2:39][CH2:40][CH2:41][CH3:42])[CH2:31][CH2:32][CH2:33][CH2:34][CH2:35][CH3:36])=[CH:28][CH:29]=3)[C:15]=2[CH:14]=1. Product: BrC1=CC=2C(=C3C=C4SC5=CC=C(C=C5C(=C4C=C3SC2C=C1)C1=CC=C(C=C1)C(CCCCCC)CCCCCC)Br)C1=CC=C(C=C1)C(CCCCCC)CCCCCC (2,9-Dibromo-7,14-bis-[4-(1-hexyl-heptyl)-phenyl]-5,12-dithia-pentacene). Starting materials: NC(CC1=CC=CC=C1)C(C(CC1=CC=CC=C1)N)O (2,4-Diamino-1,5-diphenyl-3-hydroxypentane), CN1CCOCC1 (4-methylmorpholine), CS(=O)(=O)Cl (methanesulfonyl chloride). Run in ClCCl (dichloromethane). Conditions: time 0.5 hour. The product is CS(=O)(=O)NC(CC1=CC=CC=C1)C(C(CC1=CC=CC=C1)NS(=O)(=O)C)O (2,4-Bis-((methyl)sulfonyl)amino-1,5-diphenyl-3-hydroxypentane). Yield: 12.4%. RXN SMILES: [NH2:1][CH:2]([CH:10]([OH:20])[CH:11]([NH2:19])[CH2:12][C:13]1[CH:18]=[CH:17][CH:16]=[CH:15][CH:14]=1)[CH2:3][C:4]1[CH:9]=[CH:8][CH:7]=[CH:6][CH:5]=1.CN1CCOCC1.[CH3:28][S:29](Cl)(=[O:31])=[O:30]>ClCCl>[CH3:28][S:29]([NH:1][CH:2]([CH:10]([OH:20])[CH:11]([NH:19][S:29]([CH3:28])(=[O:31])=[O:30])[CH2:12][C:13]1[CH:18]=[CH:17][CH:16]=[CH:15][CH:14]=1)[CH2:3][C:4]1[CH:9]=[CH:8][CH:7]=[CH:6][CH:5]=1)(=[O:31])=[O:30]. Reported procedure: A solution of the resultant compound of Example 12 (0.049 mmol) and 0.032 ml (0.29 mmol) of 4-methylmorpholine in 1 ml of dichloromethane was cooled to 0° C. and treated with 0.008 ml (0.10 mmol) of methanesulfonyl chloride. After 0.5 h, the solution was washed with 10% aqueous citric acid, dried over Na2SO4, and concentrated. Flash chromatography using 5% methanol in chloroform gave 2.6 mg (13%) of the desired compound. 1H NMR (CDCl3) δ 2.16 (s, 3H), 2.34 (s, 3H), 2.93 (m, 4H), 3.41 (d, J=4 Hz,... Starting materials: ClCC1=C2CCCC(C2=CC=C1O)=O (5-Chloromethyl-6-hydroxy-1-tetralone), ClC=1C=C(C=CC1Cl)CS ((3,4-Dichloro-phenyl)-methanethiol). Conditions: temperature 40 celsius. Yields the product ClC=1C=C(CSCC2=C3CCCC(C3=CC=C2O)=O)C=CC1Cl (5-(3,4-Dichloro-benzylsulfanylmethyl)-6-hydroxy-3,4-dihydro-2H-naphthalen-1-one). Yield: 63.5%. Reaction SMILES: Cl[CH2:2][C:3]1[C:12]([OH:13])=[CH:11][CH:10]=[C:9]2[C:4]=1[CH2:5][CH2:6][CH2:7][C:8]2=[O:14].[Cl:15][C:16]1[CH:17]=[C:18]([CH2:23][SH:24])[CH:19]=[CH:20][C:21]=1[Cl:22]>>[Cl:15][C:16]1[CH:17]=[C:18]([CH:19]=[CH:20][C:21]=1[Cl:22])[CH2:23][S:24][CH2:2][C:3]1[C:12]([OH:13])=[CH:11][CH:10]=[C:9]2[C:4]=1[CH2:5][CH2:6][CH2:7][C:8]2=[O:14]. Reported procedure: 5-Chloromethyl-6-hydroxy-1-tetralone (315 mg, 1.5 mmol) and (3,4-Dichloro-phenyl)-methanethiol (1.0 mL, 6.0 mmol) were sealed in a 16×120 mm screw capped tube and heated to 40° C. overnight. The excess (3,4-Dichloro-phenyl)-methanethiol was removed in vacuo and the residue was purified by silica gel chromatography (hexanes/ethyl acetate/acetic acid, 58:40:2) to give 350 mg (63%) of the desired product as a tan powder: (LC-MS, APCI) m/z 367/369 [M+H]+. Yields the product N(C(=O)C)C=1C=CC2=C(C=C(O2)C(=O)O)C1 (5-Acetaminobenzofuran-2-carboxylic acid). The solvent is CO (methanol). Procedure: 3N NaOH (2 mL) was added to a solution of 9 (302 mg, 1.3 mmol) in methanol (20 mL) and the reaction mixture was stirred for 48 h at room temperature. Solvent was evaporated and water (20 mL) was added. The solution was neutralized to pH 2 using 20% HCl and the precipitate was filtered and washed with water. 10 was obtained as a grey powder (231 mg, 81% yield), mp: >300° C. 1 H NMR (DMSO-d6, ppm): 13.30 (s, 1 H, COOH), 10.01 (s, 1 H, NH), 8.16-8.15 (d, 1 H, J=1.9 Hz, Ar--H), 7.65-7.60 (m, 2 H, Ar... Starting materials: [OH-].[Na+] (NaOH), N(C(=O)C)C=1C=CC2=C(C=C(O2)C(=O)OC)C1 (Methyl 5-acetaminobenzofuran-2-carboxylate). Reaction SMILES: [OH-].[Na+].[NH:3]([C:7]1[CH:8]=[CH:9][C:10]2[O:14][C:13]([C:15]([O:17]C)=[O:16])=[CH:12][C:11]=2[CH:19]=1)[C:4]([CH3:6])=[O:5]>CO>[NH:3]([C:7]1[CH:8]=[CH:9][C:10]2[O:14][C:13]([C:15]([OH:17])=[O:16])=[CH:12][C:11]=2[CH:19]=1)[C:4]([CH3:6])=[O:5] |f:0.1|. Yield: 81.1%. Reaction conditions: time 48 hour. The reactants are C1=CC=C(C=C1)P(C2=CC=CC=C2)C3=CC=CC=C3OC4=CC=CC=C4P(C5=CC=CC=C5)C6=CC=CC=C6 (DPEphos), C(C)(=O)OCC (ethyl acetate), BrC=1C2=CC=C(N2)C(=C2C=CC(C(=C3C=CC(=C(C=4C=CC1N4)C4=CC(=CC(=C4)C(C)(C)C)C(C)(C)C)N3)Br)=N2)C2=CC(=CC(=C2)C(C)(C)C)C(C)(C)C (5,15-dibromo-10,20-di(3,5-di-tert-butylphenyl)porphyrin), (+)-dihydrocholesterol, C(=O)([O-])[O-].[Cs+].[Cs+] (Cs2CO3). The reagents and catalysts are C=1C=CC(=CC1)/C=C/C(=O)/C=C/C2=CC=CC=C2.C=1C=CC(=CC1)/C=C/C(=O)/C=C/C2=CC=CC=C2.C=1C=CC(=CC1)/C=C/C(=O)/C=C/C2=CC=CC=C2.[Pd].[Pd] (Pd2(dba)3). Run in hexanes, C1(=CC=CC=C1)C (toluene). Product: C12=CC=C(N1)C=C1C=CC(=N1)C=C1C=CC(N1)=CC=1C=CC(N1)=C2 (Porphyrin), solids. Isolated yield 79.0%. As a reaction SMILES: Br[C:2]1[C:3]2[NH:7][C:6]([C:8](C3C=C(C(C)(C)C)C=C(C(C)(C)C)C=3)=[C:9]3[N:40]=[C:12]([C:13](Br)=[C:14]4[NH:38][C:17](=[C:18](C5C=C(C(C)(C)C)C=C(C(C)(C)C)C=5)[C:19]5[CH:20]=[CH:21][C:22]=1[N:23]=5)[CH:16]=[CH:15]4)[CH:11]=[CH:10]3)=[CH:5][CH:4]=2.C1C=CC(P(C2C(OC3C(P(C4C=CC=CC=4)C4C=CC=CC=4)=CC=CC=3)=CC=CC=2)C2C=CC=CC=2)=CC=1.C([O-])([O-])=O.[Cs+].[Cs+].C(OCC)(=O)C>C1(C)C=CC=CC=1.C1C=CC(/C=C/C(/C=C/C2C=CC=CC=2)=O)=CC=1.C1C=CC(/C=C/C(/C=C/C2C=CC=CC=2)=O)=CC=1.C1C=CC(/C=C/C(/C=C/C2C=CC=CC=2)=O)=CC=1.[Pd].[Pd]>[C:3]12[CH:2]=[C:22]3[N:23]=[C:19]([CH:20]=[CH:21]3)[CH:18]=[C:17]3[NH:38][C:14]([CH:15]=[CH:16]3)=[CH:13][C:12]3=[N:40][C:9]([CH:10]=[CH:11]3)=[CH:8][C:6]([NH:7]1)=[CH:5][CH:4]=2 |f:2.3.4,7.8.9.10.11|. Reported procedure: The general procedure was used to couple 5,15-dibromo-10,20-di(3,5-di-tert-butylphenyl)porphyrin (0.043 g, 0.05 mmol) with (+)-dihydrocholesterol (0.1556 g, 0.4 mmol), using Pd2(dba)3 (0.0046 g, 0.005 mmol) and DPEphos (0.0107 g, 0.02 mmol) in the presence of Cs2CO3 (0.0652 g, 0.2 mmol). The reaction was conducted in toluene (5 mL) at 100° C. for 18 h. The title compound was isolated by flash column chromatography (silica gel, ethyl acetate:hexanes (v/v)=1:20) as purple solids (0.059 g, 79%). 1H... Reactants: C1N(CC=2C=NC=CC21)C(=O)OCC (ethyl 2,3-dihydro-1H-pyrrolo-[3,4-c]pyridine-2-carboxylate), Cl (hydrochloric acid). Product: Cl.Cl.C1NCC=2C=NC=CC21 (2,3-Dihydro-1H-pyrrolo[3,4-c]pyridine dihydrochloride). RXN SMILES: [CH2:1]1[C:9]2[CH:8]=[CH:7][N:6]=[CH:5][C:4]=2[CH2:3][N:2]1C(OCC)=O.[ClH:15]>>[ClH:15].[ClH:15].[CH2:1]1[C:9]2[CH:8]=[CH:7][N:6]=[CH:5][C:4]=2[CH2:3][NH:2]1 |f:2.3.4|. Procedure: 10.4 g (51 mmol) of ethyl 2,3-dihydro-1H-pyrrolo-[3,4-c]pyridine-2-carboxylate are refluxed for 15 hours together with 100 ml of concentrated hydrochloric acid. The batch is evaporated, and the crystalline residue is stirred with acetone. The product is filtered off with suction and dried in the air. Reactants: ClCC1=NC(=CC=C1)F (2-chloromethyl-6-fluoro-pyridine), C(=O)([O-])[O-].[K+].[K+] (K2CO3). Solvent: O (H2O). Reaction conditions: time 8 hour. Product: FC1=CC=CC(=N1)CO ((6-Fluoro-pyridin-2-yl)-methanol). Yield: 41.5%. As a reaction SMILES: Cl[CH2:2][C:3]1[CH:8]=[CH:7][CH:6]=[C:5]([F:9])[N:4]=1.C([O-])([O-])=[O:11].[K+].[K+]>O>[F:9][C:5]1[N:4]=[C:3]([CH2:2][OH:11])[CH:8]=[CH:7][CH:6]=1 |f:1.2.3|. Procedure: To a solution of 2-chloromethyl-6-fluoro-pyridine I-3c (1.43 g, 9.84 mmol) in H2O (22 mL) was added K2CO3 (1.77 g, 12.8 mmol). The reaction mixture was stirred overnight at reflux. The cooled aqueous mixture was first extracted with heptane (2×20 mL)and then ethyl acetate (2×50 mL). The ethyl acetate layers were combined, washed with brine, dried (Na2SO4), and concentrated to dryness. The crude residue was chromatographed over silica gel (15 g) using 2% methanol/methylene chloride with 0.5% NH4O...